This data is from the Open Reaction Database (ORD), a public repository of structured organic reaction records. The task is: describe an organic reaction: reactants, conditions, products, and yield The reactants are CC[C@H]1[C@H](COC1=O)CC2=CN=CN2C.Cl (pilocarpine hydrochloride). The solvent is O (water). The product is CC[C@H]1[C@H](COC1=O)CC2=CN=CN2C (pilocarpine). RXN SMILES: [CH3:1][CH2:2][C@@H:3]1[C:7](=[O:8])[O:6][CH2:5][C@@H:4]1[CH2:9][C:10]1[N:14]([CH3:15])[CH:13]=[N:12][CH:11]=1.Cl>O>[CH3:1][CH2:2][C@@H:3]1[C:7](=[O:8])[O:6][CH2:5][C@@H:4]1[CH2:9][C:10]1[N:14]([CH3:15])[CH:13]=[N:12][CH:11]=1 |f:0.1|. Reported procedure: 100.0 g of pilocarpine hydrochloride was dissolved in 900 ml of deionized water, and 300.0 g of Amberlite IRP69 was added while stirring. The mixture was stirred for 1 hour to yield a pilocarpine-resin complex. Then, the complex was treated with PEG and coated with the diffusion barrier material similarly as in Example 1 to obtain a coated pilocarpine-resin complex. The reactants are [Br-], CC(=O)OCC1CCC2(O)CC(C=O)CCC12C, [Li]CCCC, C1CCOC1, CCCCCC, OCCC[P+](c1ccccc1)(c1ccccc1)c1ccccc1. Product: CC(=O)OCC1CCC2(O)CC(C=CCCO)CCC12C. Reaction SMILES: [Br-:1].[C:30]([CH3:31])(=[O:32])[O:33][CH2:34][CH:35]1[CH2:36][CH2:37][C:38]2([OH:47])[CH2:39][CH:40]([CH:45]=[O:46])[CH2:41][CH2:42][C:43]12[CH3:44].[CH2:25]([Li:26])[CH2:27][CH2:28][CH3:29].[CH2:48]1[O:49][CH2:50][CH2:51][CH2:52]1.[CH3:53][CH2:54][CH2:55][CH2:56][CH2:57][CH3:58].[OH:2][CH2:3][CH2:4][CH2:5][P+:6]([c:7]1[cH:8][cH:9][cH:10][cH:11][cH:12]1)([c:13]1[cH:14][cH:15][cH:16][cH:17][cH:18]1)[c:19]1[cH:20][cH:21][cH:22][cH:23][cH:24]1>>[OH:2][CH2:3][CH2:4][CH:5]=[CH:45][CH:40]1[CH2:39][C:38]2([OH:47])[CH2:37][CH2:36][CH:35]([CH2:34][O:33][C:30]([CH3:31])=[O:32])[C:43]2([CH3:44])[CH2:42][CH2:41]1. The reactants are ClC=1C=C(C=CC1Cl)C1(CN(CC1)C(C1=CC(=C(C(=C1)OC)OC)OC)=O)CCCS(=O)(=O)[O-] (2-[3-(3,4-dichloro-phenyl)-1-(3,4,5-trimethoxy-benzoyl)-pyrrolidin-3-yl]-ethyl-methanesulfonate), Cl.ClC1=C(C=CC=C1)C1(CCNCC1)C(=O)N (4-(chloro-phenyl)-piperidine-4-carboxylic acid amide hydrochloride). The product is ClC=1C=C(C=CC1Cl)C1(CN(CC1)C(C1=CC(=C(C(=C1)OC)OC)OC)=O)CCN1CCC(CC1)(C(=O)N)C1=CC=C(C=C1)Cl (1-[2-[3-(3,4-dichloro-phenyl)-1-(3,4,5-trimethoxy-benzoyl)-pyrrolidin-3-yl]-ethyl]-4-(4-chloro-phenyl)-piperidine-4-carboxylic acid amide). Reaction SMILES: [Cl:1][C:2]1[CH:3]=[C:4]([C:9]2([CH2:28][CH2:29]CS([O-])(=O)=O)[CH2:13][CH2:12][N:11]([C:14](=[O:27])[C:15]3[CH:20]=[C:19]([O:21][CH3:22])[C:18]([O:23][CH3:24])=[C:17]([O:25][CH3:26])[CH:16]=3)[CH2:10]2)[CH:5]=[CH:6][C:7]=1[Cl:8].[ClH:35].Cl[C:37]1[CH:42]=[CH:41][CH:40]=[CH:39][C:38]=1[C:43]1([C:49]([NH2:51])=[O:50])[CH2:48][CH2:47][NH:46][CH2:45][CH2:44]1>>[Cl:1][C:2]1[CH:3]=[C:4]([C:9]2([CH2:28][CH2:29][N:46]3[CH2:47][CH2:48][C:43]([C:38]4[CH:39]=[CH:40][C:41]([Cl:35])=[CH:42][CH:37]=4)([C:49]([NH2:51])=[O:50])[CH2:44][CH2:45]3)[CH2:13][CH2:12][N:11]([C:14](=[O:27])[C:15]3[CH:20]=[C:19]([O:21][CH3:22])[C:18]([O:23][CH3:24])=[C:17]([O:25][CH3:26])[CH:16]=3)[CH2:10]2)[CH:5]=[CH:6][C:7]=1[Cl:8] |f:1.2|. Reported procedure: Prepare by the method of example 27.3.1 using 2-[3-(3,4-dichloro-phenyl)-1-(3,4,5-trimethoxy-benzoyl)-pyrrolidin-3-yl]-ethyl-methanesulfonate (0.75 g, 1.4 mmol) and 4-(chloro-phenyl)-piperidine-4-carboxylic acid amide hydrochloride (1.85 mmol) to give the title compound. Reactants: C(CS)S (1,2-ethanedithiol), B(F)(F)F.CCOCC (boron trifluoride etherate), C(=O)CCCCC1C(CCC1=O)C#N (2-(4-formylbutyl)-3-oxo-cyclopentane-carbonitrile). Solvent: C1(=CC=CC=C1)C (toluene). Yields the product S1C(SCC1)CCCCC1C(CCC1=O)C#N (2-[4-(1,3-dithia-2-cyclopentyl)-butyl]-3-oxo-cyclopentane-carbonitrile). RXN SMILES: [CH:1]([CH2:3][CH2:4][CH2:5][CH2:6][CH:7]1[C:11](=[O:12])[CH2:10][CH2:9][CH:8]1[C:13]#[N:14])=O.[CH2:15]([SH:18])[CH2:16][SH:17].B(F)(F)F.CCOCC>C1(C)C=CC=CC=1>[S:17]1[CH2:16][CH2:15][S:18][CH:1]1[CH2:3][CH2:4][CH2:5][CH2:6][CH:7]1[C:11](=[O:12])[CH2:10][CH2:9][CH:8]1[C:13]#[N:14] |f:2.3|. Procedure details: 17 g [0.063 mol] of 2-(4-formylbutyl)-3-oxo-cyclopentane-carbonitrile were dissolved in 200 ml of toluene and stirred for 30 minutes at room temperature with [0.08 mol]=6.7 ml of 1,2-ethanedithiol and 2 ml of boron trifluoride etherate, washed with water and sodium bicarbonate solution, dried over sodium sulfate and concentrated. 15.6 g of a light color oil were obtained.